This data is from the Open Reaction Database (ORD), a public repository of structured organic reaction records. The task is: describe an organic reaction: reactants, conditions, products, and yield Reactants: FC1=CC=C(OC2=C(CCl)C=CC=C2)C=C1 (2-(4-fluorophenoxy)benzyl chloride), [C-]#N.[Na+] (sodium cyanide), ice. The solvent is CS(=O)C (dimethylsulfoxide). Conditions: time 26 hour. Yields the product FC1=CC=C(OC2=C(CC#N)C=CC=C2)C=C1 (2-(4-fluorophenoxy)benzyl cyanide). RXN SMILES: [F:1][C:2]1[CH:16]=[CH:15][C:5]([O:6][C:7]2[CH:14]=[CH:13][CH:12]=[CH:11][C:8]=2[CH2:9]Cl)=[CH:4][CH:3]=1.[C-:17]#[N:18].[Na+]>CS(C)=O>[F:1][C:2]1[CH:16]=[CH:15][C:5]([O:6][C:7]2[CH:14]=[CH:13][CH:12]=[CH:11][C:8]=2[CH2:9][C:17]#[N:18])=[CH:4][CH:3]=1 |f:1.2|. Procedure details: 12.0 g of 2-(4-fluorophenoxy)benzyl chloride are added portionwise over a 30 minute span to a mixture of 2.9 g of sodium cyanide in 120 ml of dimethylsulfoxide. After total addition, the reaction mixture is stirred for 26 hours before being poured onto 150-200 ml of crushed ice. The mixture is extracted four times with 70 ml portions of ether and the combined ether extracts are successively washed four times with 50 ml portions of water, washed once with 25 ml of saturated sodium chloride soluti... Starting materials: S(O)(O)(=O)=O (sulfuric acid), C1=CC(=CC=C1O)O (hydrochinone), C(C1CO1)OC(C(=C)C)=O (glycidylmethacrylate). The product is OCC(O)CO.C(C(=C)C)(=O)[O-] (glycerol methacrylate). Run in O (water). RXN SMILES: S(=O)(=O)(O)O.C1C([OH:12])=CC=C(O)C=1.[CH2:14]([O:18][C:19](=[O:23])[C:20]([CH3:22])=[CH2:21])[CH:15]1[O:17][CH2:16]1>O>[OH:12][CH2:16][CH:15]([CH2:14][OH:18])[OH:17].[C:19]([O-:23])(=[O:18])[C:20]([CH3:22])=[CH2:21] |f:4.5|. Procedure details: 0.035 g sulfuric acid and 0.025 g hydrochinone are dissolved in 64 g water and heated up to 90° C. Within 3 h a total of 50 g glycidylmethacrylate are slowly added to the stirred hot solution. After an additional hour at 90° C. the solution is cooled down to 40° C. The water is removed at about 40 mbar. A clear viscous solution of the monomer glycerol-methacrylate is obtained. Conditions: temperature 90 celsius. Starting materials: C(C)(C)NC=1OC(=NN1)C=1C=C2C(=CN(C2=CC1)S(=O)(=O)C1=CC=C(C)C=C1)B1OC(C(O1)(C)C)(C)C (N-isopropyl-5-(3-(4,4,5,5-tetramethyl-1,3,2-dioxaborolan-2-yl)-1-tosyl-1H-indol-5-yl)-1,3,4-oxadiazol-2-amine), CC(C)C1=CC(=C(C(=C1)C(C)C)C2=C(C=CC=C2)P(C3CCCCC3)C4CCCCC4)C(C)C (Xphos), ClC1=NC=C(C(=N1)C1CC1)C(=O)OC (methyl 2-chloro-4-cyclopropylpyrimidine-5-carboxylate), P(=O)([O-])([O-])[O-].[K+].[K+].[K+] (potassium phosphate). Reagents/catalysts: C=1C=CC(=CC1)/C=C/C(=O)/C=C/C2=CC=CC=C2.C=1C=CC(=CC1)/C=C/C(=O)/C=C/C2=CC=CC=C2.C=1C=CC(=CC1)/C=C/C(=O)/C=C/C2=CC=CC=C2.[Pd].[Pd] (Pd2(dba)3). Conditions: temperature 130 celsius. Product: C1(CC1)C1=NC(=NC=C1C(=O)OC)C1=CN(C2=CC=C(C=C12)C=1OC(=NN1)NC(C)C)S(=O)(=O)C1=CC=C(C)C=C1 (methyl 4-cyclopropyl-2-(5-(5-(isopropylamino)-1,3,4-oxadiazol-2-yl)-1-tosyl-1H-indol-3-yl)pyrimidine-5-carboxylate). The yield is 40.2%. As a reaction SMILES: [CH:1]([NH:4][C:5]1[O:6][C:7]([C:10]2[CH:11]=[C:12]3[C:16](=[CH:17][CH:18]=2)[N:15]([S:19]([C:22]2[CH:28]=[CH:27][C:25]([CH3:26])=[CH:24][CH:23]=2)(=[O:21])=[O:20])[CH:14]=[C:13]3B2OC(C)(C)C(C)(C)O2)=[N:8][N:9]=1)([CH3:3])[CH3:2].CC(C1C=C(C(C)C)C(C2C=CC=CC=2P(C2CCCCC2)C2CCCCC2)=C(C(C)C)C=1)C.Cl[C:73]1[N:78]=[C:77]([CH:79]2[CH2:81][CH2:80]2)[C:76]([C:82]([O:84][CH3:85])=[O:83])=[CH:75][N:74]=1.P([O-])([O-])([O-])=O.[K+].[K+].[K+]>C1C=CC(/C=C/C(/C=C/C2C=CC=CC=2)=O)=CC=1.C1C=CC(/C=C/C(/C=C/C2C=CC=CC=2)=O)=CC=1.C1C=CC(/C=C/C(/C=C/C2C=CC=CC=2)=O)=CC=1.[Pd].[Pd]>[CH:79]1([C:77]2[C:76]([C:82]([O:84][CH3:85])=[O:83])=[CH:75][N:74]=[C:73]([C:13]3[C:12]4[C:16](=[CH:17][CH:18]=[C:10]([C:7]5[O:6][C:5]([NH:4][CH:1]([CH3:3])[CH3:2])=[N:9][N:8]=5)[CH:11]=4)[N:15]([S:19]([C:22]4[CH:23]=[CH:24][C:25]([CH3:26])=[CH:27][CH:28]=4)(=[O:20])=[O:21])[CH:14]=3)[N:78]=2)[CH2:80][CH2:81]1 |f:3.4.5.6,7.8.9.10.11|. Reported procedure: A 20 mL microwave vial was charged with N-isopropyl-5-(3-(4,4,5,5-tetramethyl-1,3,2-dioxaborolan-2-yl)-1-tosyl-1H-indol-5-yl)-1,3,4-oxadiazol-2-amine (300 mg, 0.574 mmol), Xphos (Stem Chemicals, Newburyport, Mass., 16.4 mg, 0.034 mmol), Pd2(dba)3 (Strem Chemicals, Newburyport, Mass., 15.8 mg, 0.017 mmol), methyl 2-chloro-4-cyclopropylpyrimidine-5-carboxylate (147 mg, 0.689 mmol) and potassium phosphate (366 mg, 1.723 mmol) followed by purging with argon. The solids were treated with dioxane (3 m... The reactants are O=C(Cl)COCc1ccccc1, Cl, [Na+], O=C([O-])O, NC1C(O)OC(CO)C(O)C1O. The product is O=C(COCc1ccccc1)NC1C(O)OC(CO)C(O)C1O. As a reaction SMILES: [CH2:19]([c:20]1[cH:21][cH:22][cH:23][cH:24][cH:25]1)[O:26][CH2:27][C:28](=[O:29])[Cl:30].[ClH:6].[Na+:5].[O-:1][C:2]([OH:3])=[O:4].[OH:7][CH:8]1[CH:9]([NH2:10])[CH:11]([OH:12])[CH:13]([OH:14])[CH:15]([CH2:17][OH:18])[O:16]1>>[OH:7][CH:8]1[CH:9]([NH:10][C:28]([CH2:27][O:26][CH2:19][c:20]2[cH:21][cH:22][cH:23][cH:24][cH:25]2)=[O:29])[CH:11]([OH:12])[CH:13]([OH:14])[CH:15]([CH2:17][OH:18])[O:16]1. Starting materials: BrC=1C=C(C=2C=NN(C2C1)C1CCCC1)C(=O)NCC=1C(NC(=CC1C)C)=O (6-bromo-1-cyclopentyl-N-[(4,6-dimethyl-2-oxo-1,2-dihydro-3-pyridinyl)methyl]-1H-indazole-4-carboxamide), CN1CCN(CC1)C1=NC=C(C=N1)B1OC(C(O1)(C)C)(C)C (2-(4-methyl-1-piperazinyl)-5-(4,4,5,5-tetramethyl-1,3,2-dioxaborolan-2-yl)pyrimidine), C(=O)([O-])[O-].[Na+].[Na+] (Na2CO3), COCCOC (1,2-Dimethoxyethane). The reagents and catalysts are C1=CC=C(C=C1)P([C-]2C=CC=C2)C3=CC=CC=C3.C1=CC=C(C=C1)P([C-]2C=CC=C2)C3=CC=CC=C3.Cl[Pd]Cl.[Fe+2].C(Cl)Cl (PdCl2(dppf) CH2Cl2). Run in O (water). The product is C1(CCCC1)N1N=CC=2C(=CC(=CC12)C=1C=NC(=NC1)N1CCN(CC1)C)C(=O)NCC=1C(NC(=CC1C)C)=O (1-cyclopentyl-N-((4,6-dimethyl-2-oxo-1,2-dihydropyridin-3-yl)methyl)-6-(2-(4-methylpiperazin-1-yl)pyrimidin-5-yl)-1H-indazole-4-carboxamide), foam. Isolated yield 14.8%. RXN SMILES: Br[C:2]1[CH:3]=[C:4]([C:16]([NH:18][CH2:19][C:20]2[C:21](=[O:28])[NH:22][C:23]([CH3:27])=[CH:24][C:25]=2[CH3:26])=[O:17])[C:5]2[CH:6]=[N:7][N:8]([CH:11]3[CH2:15][CH2:14][CH2:13][CH2:12]3)[C:9]=2[CH:10]=1.[CH3:29][N:30]1[CH2:35][CH2:34][N:33]([C:36]2[N:41]=[CH:40][C:39](B3OC(C)(C)C(C)(C)O3)=[CH:38][N:37]=2)[CH2:32][CH2:31]1.C([O-])([O-])=O.[Na+].[Na+].COCCOC>C1C=CC(P(C2C=CC=CC=2)[C-]2C=CC=C2)=CC=1.C1C=CC(P(C2C=CC=CC=2)[C-]2C=CC=C2)=CC=1.Cl[Pd]Cl.[Fe+2].C(Cl)Cl.O>[CH:11]1([N:8]2[C:9]3[CH:10]=[C:2]([C:39]4[CH:38]=[N:37][C:36]([N:33]5[CH2:34][CH2:35][N:30]([CH3:29])[CH2:31][CH2:32]5)=[N:41][CH:40]=4)[CH:3]=[C:4]([C:16]([NH:18][CH2:19][C:20]4[C:21](=[O:28])[NH:22][C:23]([CH3:27])=[CH:24][C:25]=4[CH3:26])=[O:17])[C:5]=3[CH:6]=[N:7]2)[CH2:15][CH2:14][CH2:13][CH2:12]1 |f:2.3.4,6.7.8.9.10|. Procedure details: To a 2 mL microwave vial were added 6-bromo-1-cyclopentyl-N-[(4,6-dimethyl-2-oxo-1,2-dihydro-3-pyridinyl)methyl]-1H-indazole-4-carboxamide (150 mg, 0.338 mmol), 2-(4-methyl-1-piperazinyl)-5-(4,4,5,5-tetramethyl-1,3,2-dioxaborolan-2-yl)pyrimidine (134 mg, 0.440 mmol), Na2CO3 (108 mg, 1.015 mmol), PdCl2(dppf)-CH2Cl2 adduct (27.6 mg, 0.034 mmol), 1,2-Dimethoxyethane (1269 μl) and water (423 μl). The contents were irradiated in a microwave reactor at 150° C. for 30 min. The reaction solution was fil... Starting materials: CC(C)OC(=O)Cl, Cl, O=C1CC2CCCCC2N1C1CCN(C2CCNCC2)CC1. Yields the product CC(C)OC(=O)N1CCC(N2CCC(N3C(=O)CC4CCCCC43)CC2)CC1. As a reaction SMILES: [Cl:23][C:24](=[O:25])[O:26][CH:27]([CH3:28])[CH3:29].[ClH:30].[N:1]1([CH:17]2[CH2:18][CH2:19][NH:20][CH2:21][CH2:22]2)[CH2:2][CH2:3][CH:4]([N:7]2[C:8](=[O:16])[CH2:9][CH:10]3[CH2:11][CH2:12][CH2:13][CH2:14][CH:15]23)[CH2:5][CH2:6]1>>[N:1]1([CH:17]2[CH2:18][CH2:19][N:20]([C:24](=[O:25])[O:26][CH:27]([CH3:28])[CH3:29])[CH2:21][CH2:22]2)[CH2:2][CH2:3][CH:4]([N:7]2[C:8](=[O:16])[CH2:9][CH:10]3[CH2:11][CH2:12][CH2:13][CH2:14][CH:15]23)[CH2:5][CH2:6]1. Reactants: CCO, [K+], [K+], NCCCCO, Nc1nc(Cl)cc(Cl)n1, O=C([O-])[O-]. Yields the product Nc1nc(Cl)cc(NCCCCO)n1. Reaction SMILES: [CH3:22][CH2:23][OH:24].[K+:16].[K+:17].[NH2:10][CH2:11][CH2:12][CH2:13][CH2:14][OH:15].[NH2:1][c:2]1[n:3][c:4]([Cl:9])[cH:5][c:6]([Cl:8])[n:7]1.[O-:18][C:19]([O-:20])=[O:21]>>[NH2:1][c:2]1[n:3][c:4]([NH:10][CH2:11][CH2:12][CH2:13][CH2:14][OH:15])[cH:5][c:6]([Cl:8])[n:7]1. Reactants: C(C)(C)(C)OC(=O)N1[C@H](CCCC1)C=NO ((R)-2-(Hydroxyimino-methyl)-piperidine-1-carboxylic acid tert-butyl ester), ClN1C(CCC1=O)=O (N-chlorosuccinimide). The solvent is C(C)(=O)OCC (ethyl acetate), CN(C)C=O (DMF). Reaction conditions: time 1 hour. The product is ClC([C@@H]1N(CCCC1)C(=O)OC(C)(C)C)=NO (tert-Butyl (2R)-2-[chloro(hydroxyimino)methyl]piperidine-1-carboxylate). Yield: 86.1%. Reaction SMILES: [C:1]([O:5][C:6]([N:8]1[CH2:13][CH2:12][CH2:11][CH2:10][C@@H:9]1[CH:14]=[N:15][OH:16])=[O:7])([CH3:4])([CH3:3])[CH3:2].[Cl:17]N1C(=O)CCC1=O>CN(C=O)C.C(OCC)(=O)C>[Cl:17][C:14](=[N:15][OH:16])[C@H:9]1[CH2:10][CH2:11][CH2:12][CH2:13][N:8]1[C:6]([O:5][C:1]([CH3:4])([CH3:2])[CH3:3])=[O:7]. Procedure details: To the title compound of Example 3.1 (3.1 g, 13.7 mmol) in DMF (30 mL) at 40° C. was added N-chlorosuccinimide (2.0 g, 15.1 mmol) in 3 portions. After stirring for 1 hour, the reaction mixture was diluted with ethyl acetate and then the organic layer washed with water (3 times) and brine, dried over anhydrous Na2SO4, filtered and concentrated to give the title product (3.1 g, 85%). The reactants are ClC=1C=C(C=C(C1)Cl)C1(CC(=NO1)C1=C2C(=C(S1)C(=O)N[C@H]1C(NCC1)=O)CCCC2)C(F)(F)F (3-(5-(3,5-dichlorophenyl)-5-(trifluoromethyl)-4,5-dihydroisoxazol-3-yl)-N—((R)-2-oxopyrrolidin-3-yl)-4,5,6,7-tetrahydrobenzo[c]thiophene-1-carboxamide), C(=O)=O.CO (CO2 MeOH). The product is 3-((R)-5-(3,5-dichlorophenyl)-5-(trifluoromethyl)-4,5-dihydroisoxazol-3-yl)-N—((R)-2-ox pyrrolidin-3-yl)-4,5,6,7-tetrahydrobenzo[c]thiophene-1-carboxamide, ClC=1C=C(C=C(C1)Cl)[C@@]1(CC(=NO1)C1=C2C(=C(S1)C(=O)N[C@H]1C(NCC1)=O)CCCC2)C(F)(F)F (3-((S)-5-(3,5-dichlorophenyl)-5-(trifluoromethyl)-4,5-dihydroisoxazol-3-yl)-N—((R)-2-oxopyrrolidin-3-yl)-4,5,6,7-tetrahydrobenzo[c]thiophene-1-carboxamide). As a reaction SMILES: [Cl:1][C:2]1[CH:3]=[C:4]([C:9]2([C:32]([F:35])([F:34])[F:33])[O:13][N:12]=[C:11]([C:14]3[S:18][C:17]([C:19]([NH:21][C@@H:22]4[CH2:26][CH2:25][NH:24][C:23]4=[O:27])=[O:20])=[C:16]4[CH2:28][CH2:29][CH2:30][CH2:31][C:15]=34)[CH2:10]2)[CH:5]=[C:6]([Cl:8])[CH:7]=1.C(=O)=O.CO>>[Cl:8][C:6]1[CH:5]=[C:4]([C@@:9]2([C:32]([F:34])([F:33])[F:35])[O:13][N:12]=[C:11]([C:14]3[S:18][C:17]([C:19]([NH:21][C@@H:22]4[CH2:26][CH2:25][NH:24][C:23]4=[O:27])=[O:20])=[C:16]4[CH2:28][CH2:29][CH2:30][CH2:31][C:15]=34)[CH2:10]2)[CH:3]=[C:2]([Cl:1])[CH:7]=1 |f:1.2|. Procedure details: Separate 3-(5-(3,5-dichlorophenyl)-5-(trifluoromethyl)-4,5-dihydroisoxazol-3-yl)-N—((R)-2-oxopyrrolidin-3-yl)-4,5,6,7-tetrahydrobenzo[c]thiophene-1-carboxamide (6.2 g 11.29 mmol) by SFC (Column: Chiralcel OD 250×30 mm I.D., 5 um. Mobile phase: Supercritical CO2/MeOH=60/40, Flow rate: 200 ml/min) to afford two diastereoisomers 3-((R)-5-(3,5-dichlorophenyl)-5-(trifluoromethyl)-4,5-dihydroisoxazol-3-yl)-N—((R)-2-ox pyrrolidin-3-yl)-4,5,6,7-tetrahydrobenzo[c]thiophene-1-carboxamide (2.7 g, 4.92 mmol... The reactants are N=1NC=2C=CC=C3C2C1C=1C(CC3)=C(C=CC1)N (6,7-Dihydro-2H-benzo[6,7]cyclohepta[cd]indazole-8-amine), C1(CC1)C(=O)O (cyclopropanecarboxylic acid). Product: N=1NC=2C=CC=C3C2C1C1=C(CC3)C(=CC=C1)NC(=O)C1CC1 (N1-(6,7-Dihydro-2H-benzo[6,7]cyclohepta[cd]indazol-8-yl)-1-cyclopropanecarboxamide). As a reaction SMILES: [N:1]1[NH:2][C:3]2[CH:4]=[CH:5][CH:6]=[C:7]3[CH2:13][CH2:12][C:11]4=[C:14]([NH2:18])[CH:15]=[CH:16][CH:17]=[C:10]4[C:9]=1[C:8]=23.[CH:19]1([C:22](O)=[O:23])[CH2:21][CH2:20]1>>[N:1]1[NH:2][C:3]2[CH:4]=[CH:5][CH:6]=[C:7]3[CH2:13][CH2:12][C:11]4[C:14]([NH:18][C:22]([CH:19]5[CH2:21][CH2:20]5)=[O:23])=[CH:15][CH:16]=[CH:17][C:10]=4[C:9]=1[C:8]=23. Reported procedure: 6,7-Dihydro-2H-benzo[6,7]cyclohepta[cd]indazole-8-amine prepared in Example 8 and cyclopropanecarboxylic acid were subjected to the reaction and purified and separated by LC-MS in the same manner as in Synthesis Process A, to give the title compound.